This data is from the Open Reaction Database (ORD), a public repository of structured organic reaction records. The task is: describe an organic reaction: reactants, conditions, products, and yield Starting materials: CC1(NCCOC1)C (3,3-dimethylmorpholine), C(C)(C)N(CC)C(C)C (di-isopropylethylamine), ClCC1=NN=NN1C1=CC=C(C#N)C=C1 (4-[5-(chloromethyl)-1H-tetrazol-1-yl]benzonitrile), ClCC1=NN=NN1C1=CC=C(C#N)C=C1 (4-[5-(chloromethyl)-1H-tetrazol-1-yl]benzonitrile). Run in C(C)#N (acetonitrile), ClCCl (dichloromethane), Cl (HCl), C(C)OCC (diethyl ether). Product: CC1(N(CCOC1)CC1=NN=NN1C1=CC=C(C#N)C=C1)C (4-{5-[(3,3-Dimethyl-4-morpholinyl)methyl]-1H-tetrazol-1-yl}benzonitrile). Reaction SMILES: [CH3:1][C:2]1([CH3:8])[CH2:7][O:6][CH2:5][CH2:4][NH:3]1.Cl[CH2:10][C:11]1[N:15]([C:16]2[CH:23]=[CH:22][C:19]([C:20]#[N:21])=[CH:18][CH:17]=2)[N:14]=[N:13][N:12]=1.C(N(C(C)C)CC)(C)C>C(#N)C.ClCCl.Cl.C(OCC)C>[CH3:1][C:2]1([CH3:8])[CH2:7][O:6][CH2:5][CH2:4][N:3]1[CH2:10][C:11]1[N:15]([C:16]2[CH:23]=[CH:22][C:19]([C:20]#[N:21])=[CH:18][CH:17]=2)[N:14]=[N:13][N:12]=1. Reported procedure: A solution of 3,3-dimethylmorpholine (49.7 mg, 0.328 mmol, commercially available, for example from Otava, Kiev, Ukraine or Tyger Scientific, Ewing, USA), 4-[5-(chloromethyl)-1H-tetrazol-1-yl]benzonitrile (60 mg, 0.273 mmol, may be prepared as described in Intermediate 10) and di-isopropylethylamine (0.110 mL, 0.628 mmol) in acetonitrile (0.7 mL) was heated to 120° C. for 30 minutes in a microwave reactor. The reaction mixture was allowed to cool and the solution purified by MDAP. Fractions cont... Starting materials: [Al+3], C1CCOC1, CCOC(=O)c1cccc(CCCOC)c1, [H-], [H-], [H-], [H-], [Li+]. Product: COCCCc1cccc(CO)c1. RXN SMILES: [Al+3:18].[CH2:23]1[O:24][CH2:25][CH2:26][CH2:27]1.[CH3:1][O:2][CH2:3][CH2:4][CH2:5][c:6]1[cH:7][c:8]([C:9](=[O:10])[O:11][CH2:12][CH3:13])[cH:14][cH:15][cH:16]1.[H-:17].[H-:20].[H-:21].[H-:22].[Li+:19]>>[CH3:1][O:2][CH2:3][CH2:4][CH2:5][c:6]1[cH:7][c:8]([CH2:9][OH:10])[cH:14][cH:15][cH:16]1. Reactants: C([O-])([O-])=O.[K+].[K+] (potassium carbonate), C(C)(C)(C)OC(=O)[C@H](C(=O)OC)CNS(=O)(=O)C1=C(C=CC=C1)[N+](=O)[O-] ((S)-methyl 2-(tert-butoxycarbonyl)-3-(2-nitrophenylsulfonamido)propanoate), BrCCCC=C (5-bromo-1-pentene). Run in CN(C)C=O (DMF). Run at time 20 minute. Yields the product C(C)(C)(C)OC(=O)[C@H](C(=O)OC)CN(S(=O)(=O)C1=C(C=CC=C1)[N+](=O)[O-])CCCC=C ((S)-methyl 2-(tert-butoxycarbonyl)-3-(2-nitro-N-(pent-4-enyl)phenylsulfonamido)propanoate). Yield: 43.0%. Reaction SMILES: [C:1]([O:5][C:6]([C@@H:8]([CH2:13][NH:14][S:15]([C:18]1[CH:23]=[CH:22][CH:21]=[CH:20][C:19]=1[N+:24]([O-:26])=[O:25])(=[O:17])=[O:16])[C:9]([O:11][CH3:12])=[O:10])=[O:7])([CH3:4])([CH3:3])[CH3:2].C(=O)([O-])[O-].[K+].[K+].Br[CH2:34][CH2:35][CH2:36][CH:37]=[CH2:38]>CN(C=O)C>[C:1]([O:5][C:6]([C@@H:8]([CH2:13][N:14]([CH2:38][CH2:37][CH2:36][CH:35]=[CH2:34])[S:15]([C:18]1[CH:23]=[CH:22][CH:21]=[CH:20][C:19]=1[N+:24]([O-:26])=[O:25])(=[O:17])=[O:16])[C:9]([O:11][CH3:12])=[O:10])=[O:7])([CH3:4])([CH3:2])[CH3:3] |f:1.2.3|. Procedure: To a mixture of (S)-methyl 2-(tert-butoxycarbonyl)-3-(2-nitrophenylsulfonamido)-propanoate iii (150 mg, 0.37 mmol) in 3 mL of DMF was added potassium carbonate (102 mg, 0.74 mmoL). This mixture was stirred at rt for 20 min followed by the addition of 5-bromo-1-pentene (65 μL, 0.55 mmoL). The reaction mixture was stirred at rt for 2 days. It was then filtered, concentrated and purified by silica gel chromatography (eluting with 25% ethyl acetate in hexane) to give 75 mg (43%) of (S)-methyl 2-(ter... Starting materials: CC(=O)[O-], CC(=O)[O-], CCOC(=O)c1cn(-c2ncccc2Br)nc1C, OB(O)C1CC1, [K+], [K+], [K+], O, O=P([O-])([O-])[O-], [Pd+2], Cc1ccccc1. Yields the product CCOC(=O)c1cn(-c2ncccc2C2CC2)nc1C. RXN SMILES: [C:33]([O-:34])(=[O:35])[CH3:36].[C:38]([O-:39])(=[O:40])[CH3:41].[CH2:1]([CH3:2])[O:3][C:4](=[O:5])[c:6]1[c:7]([CH3:18])[n:8][n:9](-[c:11]2[n:12][cH:13][cH:14][cH:15][c:16]2[Br:17])[cH:10]1.[CH:27]1([B:30]([OH:31])[OH:32])[CH2:28][CH2:29]1.[K+:24].[K+:25].[K+:26].[OH2:42].[P:19]([O-:20])([O-:21])([O-:22])=[O:23].[Pd+2:37].[c:43]1([CH3:44])[cH:45][cH:46][cH:47][cH:48][cH:49]1>>[CH2:1]([CH3:2])[O:3][C:4](=[O:5])[c:6]1[c:7]([CH3:18])[n:8][n:9](-[c:11]2[n:12][cH:13][cH:14][cH:15][c:16]2[CH:27]2[CH2:28][CH2:29]2)[cH:10]1. Reactants: CCC(CC)n1cc(Br)nc(SC)c1=O, C1CCOC1, C[Al](C)C, Cl[Pd]Cl, c1ccc(P(c2ccccc2)c2ccccc2)cc1, c1ccc(P(c2ccccc2)c2ccccc2)cc1. The product is CCC(CC)n1cc(C)nc(SC)c1=O. As a reaction SMILES: [Br:1][c:2]1[n:3][c:4]([S:14][CH3:15])[c:5](=[O:13])[n:6]([CH:8]([CH2:9][CH3:10])[CH2:11][CH3:12])[cH:7]1.[CH2:20]1[O:21][CH2:22][CH2:23][CH2:24]1.[CH3:16][Al:17]([CH3:18])[CH3:19].[Pd:25]([Cl:26])[Cl:27].[c:28]1([P:29]([c:30]2[cH:31][cH:32][cH:33][cH:34][cH:35]2)[c:36]2[cH:37][cH:38][cH:39][cH:40][cH:41]2)[cH:42][cH:43][cH:44][cH:45][cH:46]1.[c:47]1([P:48]([c:49]2[cH:50][cH:51][cH:52][cH:53][cH:54]2)[c:55]2[cH:56][cH:57][cH:58][cH:59][cH:60]2)[cH:61][cH:62][cH:63][cH:64][cH:65]1>>[c:2]1([CH3:16])[n:3][c:4]([S:14][CH3:15])[c:5](=[O:13])[n:6]([CH:8]([CH2:9][CH3:10])[CH2:11][CH3:12])[cH:7]1. Starting materials: O (water), ClC1=NC2=CC=CC=C2C=C1C(=O)Cl (2-chloroquinoline-3-carbonyl chloride), NC=1C=CC(=NC1)C(=O)OC (methyl 5-aminopyridine-2-carboxylate), N1=CC=CC=C1 (pyridine). Run in C(Cl)Cl (methylene chloride), C(Cl)Cl (methylene chloride). Product: ClC1=NC2=CC=CC=C2C=C1C(=O)NC=1C=CC(=NC1)C(=O)OC (methyl 5-(2-chloroquinoline-3-carboxamido)picolinate). Isolated yield 72.9%. As a reaction SMILES: [Cl:1][C:2]1[C:11]([C:12](Cl)=[O:13])=[CH:10][C:9]2[C:4](=[CH:5][CH:6]=[CH:7][CH:8]=2)[N:3]=1.[NH2:15][C:16]1[CH:17]=[CH:18][C:19]([C:22]([O:24][CH3:25])=[O:23])=[N:20][CH:21]=1.N1C=CC=CC=1.O>C(Cl)Cl>[Cl:1][C:2]1[C:11]([C:12]([NH:15][C:16]2[CH:17]=[CH:18][C:19]([C:22]([O:24][CH3:25])=[O:23])=[N:20][CH:21]=2)=[O:13])=[CH:10][C:9]2[C:4](=[CH:5][CH:6]=[CH:7][CH:8]=2)[N:3]=1. Procedure: A solution of 2-chloroquinoline-3-carbonyl chloride (2.72 g, 12.04 mmol) in methylene chloride (37.7 mL) was added dropwise to a mixture of methyl 5-aminopyridine-2-carboxylate (1.83 g, 12.04 mmol), pyridine (2.9 mL, 36.12 mmol) and methylene chloride (25.1 mL) at 0° C. The mixture was stirred and allowed to warm up to room temperature over 1.5 hours. To the reaction slurry, water (30 mL) was added and a precipitate formed. The solid was filtered, washed with water (2×30 mL), hexanes (2×50 mL), ...